From a dataset of the Open Reaction Database (ORD), a public repository of structured organic reaction records. describe an organic reaction: reactants, conditions, products, and yield The reactants are O=[N+]([O-])c1ccc(Br)c(OCc2ccccc2)c1, O=C([O-])[O-], SCc1ccccc1, [K+], [K+], CN(C)C=O, O. The product is O=[N+]([O-])c1ccc(SCc2ccccc2)c(OCc2ccccc2)c1. Reaction SMILES: [Br:1][c:2]1[c:3]([O:11][CH2:12][c:13]2[cH:14][cH:15][cH:16][cH:17][cH:18]2)[cH:4][c:5]([N+:8](=[O:9])[O-:10])[cH:6][cH:7]1.[C:19](=[O:20])([O-:21])[O-:22].[CH2:25]([c:26]1[cH:27][cH:28][cH:29][cH:30][cH:31]1)[SH:32].[K+:23].[K+:24].[O:33]=[CH:34][N:35]([CH3:36])[CH3:37].[OH2:38]>>[c:2]1([S:32][CH2:25][c:26]2[cH:27][cH:28][cH:29][cH:30][cH:31]2)[c:3]([O:11][CH2:12][c:13]2[cH:14][cH:15][cH:16][cH:17][cH:18]2)[cH:4][c:5]([N+:8](=[O:9])[O-:10])[cH:6][cH:7]1. Reactants: IC1=CC=CC2=CC=CC=C12 (1-iodonaphthalene), OC=1C=C(C=O)C=CC1 (3-hydroxybenzaldehyde). Run in O1CCOCC1 (dioxane). Conditions: temperature 90 celsius. Product: C1(=CC=CC2=CC=CC=C12)OC=1C=C(C=O)C=CC1 (3-(naphthalen-1-yloxy)benzaldehyde). Reaction SMILES: I[C:2]1[C:11]2[C:6](=[CH:7][CH:8]=[CH:9][CH:10]=2)[CH:5]=[CH:4][CH:3]=1.[OH:12][C:13]1[CH:14]=[C:15]([CH:18]=[CH:19][CH:20]=1)[CH:16]=[O:17]>O1CCOCC1>[C:2]1([O:12][C:13]2[CH:14]=[C:15]([CH:18]=[CH:19][CH:20]=2)[CH:16]=[O:17])[C:11]2[C:6](=[CH:7][CH:8]=[CH:9][CH:10]=2)[CH:5]=[CH:4][CH:3]=1. Procedure details: 1-iodonaphthalene (2.000 g) and 3-hydroxybenzaldehyde (1.442 g) were added to dioxane (25 mL). The solution was degassed and flushed with nitrogen three times. Cesium carbonate (5.13 g), N,N-dimethylglycine hydrochloride (82 mg), and copper (I) iodide (30 mg) were added, and the solution was heated at 90° C. overnight. The solution was cooled, added to 1M aqueous HCl, extracted with diethyl ether, dried with brine and anhydrous sodium sulfate. The solution was concentrated and purified by flash ... Reactants: BrC=1N=CNC1 (4-bromo-1H-imidazole), OCC1=C(C=CC=C1)B(O)O (2-(hydroxyl-methyl)phenylboronic acid), C1=CC=C(C=C1)P(C2=CC=CC=C2)C3=CC=CC=C3 (PPh3), C([O-])([O-])=O.[K+].[K+] (potassium carbonate). Reagents/catalysts: CC(=O)[O-].CC(=O)[O-].[Pd+2] (Pd(OAc)2). The solvent is O (water), C(CC)O (1-propanol). Run at temperature 85 celsius, time 16 hour. Product: N1C=NC(=C1)C1=C(C=CC=C1)CO ((2-(1H-Imidazol-4-yl)phenyl)methanol). Yield: 35.6%. Reaction SMILES: Br[C:2]1[N:3]=[CH:4][NH:5][CH:6]=1.[OH:7][CH2:8][C:9]1[CH:14]=[CH:13][CH:12]=[CH:11][C:10]=1B(O)O.C1C=CC(P(C2C=CC=CC=2)C2C=CC=CC=2)=CC=1.C(=O)([O-])[O-].[K+].[K+]>CC([O-])=O.CC([O-])=O.[Pd+2].O.C(O)CC>[NH:5]1[CH:6]=[C:2]([C:10]2[CH:11]=[CH:12][CH:13]=[CH:14][C:9]=2[CH2:8][OH:7])[N:3]=[CH:4]1 |f:3.4.5,6.7.8|. Procedure: A mixture of 1-propanol (7.5 mL) and water (2.5 mL) was purged with nitrogen for 5 minutes. To the solution were added 4-bromo-1H-imidazole (146.97 mg, 1 mmol), 2-(hydroxyl-methyl)phenylboronic acid (190 mg, 1.25 mmol), Pd(OAc)2 (11.2 mg, 0.05 mmol), PPh3 (39.3 mg, 0.15 mmol) and potassium carbonate (276 mg, 2.0 mmol). After stirring at 85° C. for 16 h, the mixture was allowed to cool to room temperature and was partitioned between EtOAc (30 mL) and water (15 mL). The aqueous layer was extracted... Reactants: Cc1ccccc1-n1c(C(C)Nc2ncnc3c2ncn3C2CCCCO2)cc2cccc(C)c2c1=O, CO, [Na+], O=C([O-])O. Product: Cc1ccccc1-n1c(C(C)Nc2ncnc3[nH]cnc23)cc2cccc(C)c2c1=O. RXN SMILES: [CH3:1][c:2]1[cH:3][cH:4][cH:5][c:6]2[cH:7][c:8]([CH:20]([CH3:21])[NH:22][c:23]3[c:24]4[n:25][cH:26][n:27]([CH:32]5[CH2:33][CH2:34][CH2:35][CH2:36][O:37]5)[c:28]4[n:29][cH:30][n:31]3)[n:9](-[c:13]3[c:14]([CH3:19])[cH:15][cH:16][cH:17][cH:18]3)[c:10](=[O:12])[c:11]12.[CH3:43][OH:44].[Na+:42].[O-:38][C:39]([OH:40])=[O:41]>>[CH3:1][c:2]1[cH:3][cH:4][cH:5][c:6]2[cH:7][c:8]([CH:20]([CH3:21])[NH:22][c:23]3[c:24]4[n:25][cH:26][nH:27][c:28]4[n:29][cH:30][n:31]3)[n:9](-[c:13]3[c:14]([CH3:19])[cH:15][cH:16][cH:17][cH:18]3)[c:10](=[O:12])[c:11]12.